From a dataset of the Open Reaction Database (ORD), a public repository of structured organic reaction records. describe an organic reaction: reactants, conditions, products, and yield Starting materials: C(CC)Br (propyl bromide), C1(=CC=CC=C1)N1C(CC(NC2=C1C=C(C=C2)Cl)=O)=O (1-phenyl 8-chloro 1,2,4,5-tetrahydro 2,4-dioxo 3H-1,5-benzodiazepine), [I-] (iodide), CC[O-].[Na+] (sodium ethylate). Product: C1(=CC=CC=C1)N1CCCN(C2=C1C=C(C=C2)Cl)CCC (1-phenyl 5-propyl 8-chloro 1,2,4,5-tetrahydro 3H-1,5-benzodiazepine). Reaction SMILES: [CH2:1](Br)[CH2:2][CH3:3].[I-].CC[O-].[Na+].[C:10]1([N:16]2[C:22]3[CH:23]=[C:24]([Cl:27])[CH:25]=[CH:26][C:21]=3[NH:20][C:19](=O)[CH2:18][C:17]2=O)[CH:15]=[CH:14][CH:13]=[CH:12][CH:11]=1>>[C:10]1([N:16]2[C:22]3[CH:23]=[C:24]([Cl:27])[CH:25]=[CH:26][C:21]=3[N:20]([CH2:1][CH2:2][CH3:3])[CH2:19][CH2:18][CH2:17]2)[CH:15]=[CH:14][CH:13]=[CH:12][CH:11]=1 |f:2.3|. Procedure details: In the same manner, by acting propyl bromide or iodide in the presence of sodium ethylate, starting from 1-phenyl 8-chloro 1,2,4,5-tetrahydro 2,4-dioxo 3H-1,5-benzodiazepine, there is obtained 1-phenyl 5-propyl 8-chloro 1,2,4,5-tetrahydro 3H-1,5-benzodiazepine (R1 = H, R2 = Cl, R3 = C3H7, R4 = C6H5) melting at 192°-194° C. upon recrystallisation in ethanol. The reactants are [BH4-], CCO, CCCCCCC(C=O)c1ccc(Cl)nc1, [Na+]. The product is CCCCCCC(CO)c1ccc(Cl)nc1. As a reaction SMILES: [BH4-:17].[CH3:19][CH2:20][OH:21].[Cl:1][c:2]1[cH:3][cH:4][c:5]([CH:8]([CH:9]=[O:10])[CH2:11][CH2:12][CH2:13][CH2:14][CH2:15][CH3:16])[cH:6][n:7]1.[Na+:18]>>[Cl:1][c:2]1[cH:3][cH:4][c:5]([CH:8]([CH2:9][OH:10])[CH2:11][CH2:12][CH2:13][CH2:14][CH2:15][CH3:16])[cH:6][n:7]1.